Dataset: the Open Reaction Database (ORD), a public repository of structured organic reaction records. Task: describe an organic reaction: reactants, conditions, products, and yield Reactants: C([O-])([O-])=O.[NH4+].[NH4+] (ammonium carbonate), Cl (hydrogen chloride), ice, C(#N)C=1C=C(C=CC1)N(C(=O)NC1CCN(CC1)CC1=CC=CC=C1)C1CCCCCC1 (N-(3-cyanophenyl)-N'-(1-benzylpiperidin-4-yl)cycloheptylurea). Run in C(C)O (ethanol). Run at time 24 hour. Yields the product C(N)(=N)C=1C=C(C=CC1)N(C(=O)NC1CCN(CC1)CC1=CC=CC=C1)C1CCCCCC1 (N-(3-amidinophenyl)-N'-(1-benzylpiperidin-4-yl)cycloheptylurea). Reaction SMILES: Cl.[C:2]([C:4]1[CH:5]=[C:6]([N:10]([CH:27]2[CH2:33][CH2:32][CH2:31][CH2:30][CH2:29][CH2:28]2)[C:11]([NH:13][CH:14]2[CH2:19][CH2:18][N:17]([CH2:20][C:21]3[CH:26]=[CH:25][CH:24]=[CH:23][CH:22]=3)[CH2:16][CH2:15]2)=[O:12])[CH:7]=[CH:8][CH:9]=1)#[N:3].C(=O)([O-])[O-].[NH4+:38].[NH4+]>C(O)C>[C:2]([C:4]1[CH:5]=[C:6]([N:10]([CH:27]2[CH2:33][CH2:32][CH2:31][CH2:30][CH2:29][CH2:28]2)[C:11]([NH:13][CH:14]2[CH2:19][CH2:18][N:17]([CH2:20][C:21]3[CH:22]=[CH:23][CH:24]=[CH:25][CH:26]=3)[CH2:16][CH2:15]2)=[O:12])[CH:7]=[CH:8][CH:9]=1)(=[NH:38])[NH2:3] |f:2.3.4|. Procedure: Dry hydrogen chloride gas was bubbled through an ice cooled solution of N-(3-cyanophenyl)-N'-(1-benzylpiperidin-4-yl)cycloheptylurea (0.03 g, 0.077 mmol) in anhydrous ethanol (10 ml) under a nitrogen atmosphere for 15 min. The reaction was stoppered, allowed to warm to ambient temperature and stirred for 24 h. The reaction was concentrated to a solid and dissolved in anhydrous ethanol (5 ml) and ammonium carbonate (0.023 g, 0.23 mmol) was added. The reaction mixture was stirred at ambient temper... Starting materials: COc1ccc(C2=NC(C(=O)O)CS2)c(OC)c1, CN(C)c1ccncc1, CC(C)O, C(=NC1CCCCC1)=NC1CCCCC1, C1CCOC1. Product: COc1ccc(C2=NC(C(=O)OC(C)C)CS2)c(OC)c1. RXN SMILES: [CH3:1][O:2][c:3]1[c:4]([C:11]2=[N:15][CH:14]([C:16](=[O:17])[OH:18])[CH2:13][S:12]2)[cH:5][cH:6][c:7]([O:9][CH3:10])[cH:8]1.[CH3:38][N:39]([CH3:40])[c:41]1[cH:42][cH:43][n:44][cH:45][cH:46]1.[CH:19]([CH3:20])([CH3:21])[OH:22].[CH:23]1([N:24]=[C:25]=[N:26][CH:27]2[CH2:28][CH2:29][CH2:30][CH2:31][CH2:32]2)[CH2:33][CH2:34][CH2:35][CH2:36][CH2:37]1.[O:47]1[CH2:48][CH2:49][CH2:50][CH2:51]1>>[CH3:1][O:2][c:3]1[c:4]([C:11]2=[N:15][CH:14]([C:16]([O:17][CH:19]([CH3:20])[CH3:21])=[O:18])[CH2:13][S:12]2)[cH:5][cH:6][c:7]([O:9][CH3:10])[cH:8]1. Run at temperature 60 celsius, time 13 hour. Starting materials: ClC=1C=C(C(=O)O)C=C(C1OC)OC(F)(F)F (3-chloro-4-methoxy-5-trifluoromethoxybenzoic acid), C1(=CC=CC=C1)C (toluene), S(=O)(Cl)Cl (thionyl chloride). Run in CN(C=O)C (N,N-dimethylformamide). As a reaction SMILES: [Cl:1][C:2]1[CH:3]=[C:4]([CH:8]=[C:9]([O:13][C:14]([F:17])([F:16])[F:15])[C:10]=1[O:11][CH3:12])[C:5](O)=[O:6].C1(C)C=CC=CC=1.S(Cl)([Cl:27])=O>CN(C)C=O>[Cl:1][C:2]1[CH:3]=[C:4]([CH:8]=[C:9]([O:13][C:14]([F:17])([F:16])[F:15])[C:10]=1[O:11][CH3:12])[C:5]([Cl:27])=[O:6]. Product: ClC=1C=C(C(=O)Cl)C=C(C1OC)OC(F)(F)F (3-chloro-4-methoxy-5-trifluoromethoxybenzoyl chloride). Procedure details: To 3-chloro-4-methoxy-5-trifluoromethoxybenzoic acid (401 mg), toluene (4 mL), N,N-dimethylformamide (1 droplet) and thionyl chloride (0.13 mL) were added, and then the mixture was stirred at 60° C. for 13 hours. The solvent was distilled off under reduced pressure and then azeotroped with toluene to obtain the title compound (436 mg) as a brown oily substance. Starting materials: ClCCCC(=O)NC=1C=NC2=CC=CN=C2C1Cl (4-chloro-N-(4-chloro[1,5]naphthyridin-3-yl)butanamide), Cl.C(C1=CC=CC=C1)ON (O-benzylhydroxylamine hydrochloride), C1(=CC=C(C=C1)S(=O)(=O)[O-])C.[NH+]1=CC=CC=C1 (pyridinium p-toluenesulfonate). The solvent is C(C)(C)O (isopropanol). Run at time 72 hour. Yields the product N1=C2C3=C(C=NC2=CC=C1)N=C1N3OCCC1 (9,10-dihydro-8H-[1,2]oxazino[2′,3′:1,2]imidazo[4,5-c][1,5]naphthyridine). Isolated yield 5.2%. Reaction SMILES: Cl[CH2:2][CH2:3][CH2:4][C:5]([NH:7][C:8]1[CH:9]=[N:10][C:11]2[C:16]([C:17]=1Cl)=[N:15][CH:14]=[CH:13][CH:12]=2)=O.Cl.C([O:27][NH2:28])C1C=CC=CC=1.C1(C)C=CC(S([O-])(=O)=O)=CC=1.[NH+]1C=CC=CC=1>C(O)(C)C>[N:15]1[CH:14]=[CH:13][CH:12]=[C:11]2[C:16]=1[C:17]1[N:28]3[O:27][CH2:2][CH2:3][CH2:4][C:5]3=[N:7][C:8]=1[CH:9]=[N:10]2 |f:1.2,3.4|. Procedure: A mixture of 4-chloro-N-(4-chloro[1,5]naphthyridin-3-yl)butanamide (3.1 g, 11 mmol) and O-benzylhydroxylamine hydrochloride (2.1 g, 13 mmol) in isopropanol (75 mL) was heated at reflux for 24 hours, then pyridinium p-toluenesulfonate (0.25 g, 1.0 mmol) was added and reflux continued for 48 more hours. The reaction mixture was then concentrated under reduced pressure and dichloromethane (50 mL) and saturated aqueous sodium carbonate (25 mL) were added and the mixture was stirred for 72 hours. The... As a reaction SMILES: [F:16][CH:17]([O:18][c:19]1[cH:20][cH:21][c:22]([CH2:23][Br:24])[cH:25][cH:26]1)[F:27].[F:1][c:2]1[cH:3][c:4]2[c:5]([N:11]=[CH:12][N:13]([CH3:14])[CH3:15])[n:6][nH:7][c:8]2[cH:9][cH:10]1>>[F:1][c:2]1[cH:3][c:4]2[c:5]([N:11]=[CH:12][N:13]([CH3:14])[CH3:15])[n:6][n:7]([CH2:23][c:22]3[cH:21][cH:20][c:19]([O:18][CH:17]([F:16])[F:27])[cH:26][cH:25]3)[c:8]2[cH:9][cH:10]1. The product is CN(C)C=Nc1nn(Cc2ccc(OC(F)F)cc2)c2ccc(F)cc12. Starting materials: FC(F)Oc1ccc(CBr)cc1, CN(C)C=Nc1n[nH]c2ccc(F)cc12. The reactants are COC(=O)C1=C(C=C(C(=O)O)C=C1)[N+](=O)[O-] (4-methoxycarbonyl-3-nitrobenzoic acid), B (borane), CO (methanol), Cl (hydrochloric acid). The solvent is O1CCCC1 (tetrahydrofuran), O1CCCC1 (tetrahydrofuran). Run at time 48 hour. Yields the product OCC1=CC(=C(C(=O)OC)C=C1)[N+](=O)[O-] (methyl 4-hydroxymethyl-2-nitrobenzoate). The yield is 87.7%. As a reaction SMILES: [CH3:1][O:2][C:3]([C:5]1[CH:13]=[CH:12][C:8]([C:9](O)=[O:10])=[CH:7][C:6]=1[N+:14]([O-:16])=[O:15])=[O:4].B.CO.Cl>O1CCCC1>[OH:10][CH2:9][C:8]1[CH:12]=[CH:13][C:5]([C:3]([O:2][CH3:1])=[O:4])=[C:6]([N+:14]([O-:16])=[O:15])[CH:7]=1. Reported procedure: A mixture of 4-methoxycarbonyl-3-nitrobenzoic acid (2.25 g), 1M borane in tetrahydrofuran solution (50 ml) and dry tetrahydrofuran (45 ml) was stirred at room temperature for 48 hours. To this mixture, methanol (2 ml) and 1N hydrochloric acid (10 ml) were added and then the solvents were evaporated off. The crude residue was taken up with ethyl acetate, washed in turn with water and sat. sodium bicarbonate solution, dried over magnesium sulfate and evaporated to give an oil which was chromatogra... The reactants are N[C@@H]1CN(CC1)[C@@H](C(F)(F)F)C=1C=CC=2N(C1)C(=NN2)C2=NC1=CC(=C(C=C1C=C2)F)OCCO (2-((2-(6-((R)-1-((S)-3-aminopyrrolidin-1-yl)-2,2,2-trifluoroethyl)-[1,2,4]triazolo[4,3-a]pyridin-3-yl)-6-fluoro quinolin-7-yl)oxy)ethanol), C(OCC=1OC(OC1C)=O)(OC1=CC=C(C=C1)[N+](=O)[O-])=O ((5-methyl-2-oxo-1,3-dioxol-4-yl)methyl 4-nitrophenyl carbonate). The solvent is CN(C)C=O (DMF), CN(C)C=O (DMF). Reaction conditions: time 30 minute. The product is FC([C@@H](C=1C=CC=2N(C1)C(=NN2)C2=NC1=CC(=C(C=C1C=C2)F)OCCO)N2C[C@H](CC2)NC(OCC=2OC(OC2C)=O)=O)(F)F ((5-methyl-2-oxo-1,3-dioxol-4-yl)methyl ((S)-1-((R)-2,2,2-trifluoro-1-(3-(6-fluoro-7-(2-hydroxyethoxy)quinolin-2-yl)-[1,2,4]triazolo[4,3-a]pyridin-6-yl)ethyl)pyrrolidin-3-yl)carbamate). Isolated yield 79.5%. Reaction SMILES: [NH2:1][C@H:2]1[CH2:6][CH2:5][N:4]([C@H:7]([C:12]2[CH:13]=[CH:14][C:15]3[N:16]([C:18]([C:21]4[CH:30]=[CH:29][C:28]5[C:23](=[CH:24][C:25]([O:32][CH2:33][CH2:34][OH:35])=[C:26]([F:31])[CH:27]=5)[N:22]=4)=[N:19][N:20]=3)[CH:17]=2)[C:8]([F:11])([F:10])[F:9])[CH2:3]1.[C:36](=O)([O:46]C1C=CC([N+]([O-])=O)=CC=1)[O:37][CH2:38][C:39]1[O:40][C:41](=[O:45])[O:42][C:43]=1[CH3:44]>CN(C=O)C>[F:10][C:8]([F:9])([F:11])[C@H:7]([N:4]1[CH2:5][CH2:6][C@H:2]([NH:1][C:36](=[O:46])[O:37][CH2:38][C:39]2[O:40][C:41](=[O:45])[O:42][C:43]=2[CH3:44])[CH2:3]1)[C:12]1[CH:13]=[CH:14][C:15]2[N:16]([C:18]([C:21]3[CH:30]=[CH:29][C:28]4[C:23](=[CH:24][C:25]([O:32][CH2:33][CH2:34][OH:35])=[C:26]([F:31])[CH:27]=4)[N:22]=3)=[N:19][N:20]=2)[CH:17]=1. Procedure: To a solution of 2-((2-(6-((R)-1-((S)-3-aminopyrrolidin-1-yl)-2,2,2-trifluoroethyl)-[1,2,4]triazolo[4,3-a]pyridin-3-yl)-6-fluoro quinolin-7-yl)oxy)ethanol (125 mg, 0.255 mmol) in DMF (1.5 mL) was added a solution of (5-methyl-2-oxo-1,3-dioxol-4-yl)methyl 4-nitrophenyl carbonate (prepared according to procedures described in J. Med. Chem. 1999, 42, 3994-4000, 71.2 mg, 0.255 mmol) in DMF (1 mL). The reaction mixture was stirred at ambient temperature for 30 minutes. The reaction was partitioned be... Starting materials: COC=1C=C(C=C(C1OC)OC)C1=NC2=CC=CC=C2C(=N1)C(=O)O (2-(3,4,5-trimethoxyphenyl)quinazoline-4-carboxylic acid), Cl.COC=1C=C2CCNCC2=CC1 (6-methoxy-1,2,3,4-tetrahydroisoquinoline hydrochloride). Product: COC=1C=C(C=C(C1OC)OC)C1=NC2=CC=CC=C2C(=N1)C(=O)N1CC2=CC=C(C=C2CC1)OC (2-[[2-(3,4,5-trimethoxyphenyl)quinazolin-4-yl]carbonyl]-6-methoxy-1,2,3,4-tetrahydroisoquinoline). Isolated yield 57.1%. As a reaction SMILES: [CH3:1][O:2][C:3]1[CH:4]=[C:5]([C:13]2[N:22]=[C:21]([C:23](O)=[O:24])[C:20]3[C:15](=[CH:16][CH:17]=[CH:18][CH:19]=3)[N:14]=2)[CH:6]=[C:7]([O:11][CH3:12])[C:8]=1[O:9][CH3:10].Cl.[CH3:27][O:28][C:29]1[CH:30]=[C:31]2[C:36](=[CH:37][CH:38]=1)[CH2:35][NH:34][CH2:33][CH2:32]2>>[CH3:1][O:2][C:3]1[CH:4]=[C:5]([C:13]2[N:22]=[C:21]([C:23]([N:34]3[CH2:33][CH2:32][C:31]4[C:36](=[CH:37][CH:38]=[C:29]([O:28][CH3:27])[CH:30]=4)[CH2:35]3)=[O:24])[C:20]3[C:15](=[CH:16][CH:17]=[CH:18][CH:19]=3)[N:14]=2)[CH:6]=[C:7]([O:11][CH3:12])[C:8]=1[O:9][CH3:10] |f:1.2|. Procedure details: Reaction of 2-(3,4,5-trimethoxyphenyl)quinazoline-4-carboxylic acid with 6-methoxy-1,2,3,4-tetrahydroisoquinoline hydrochloride gave compound 91 (57.1% yield). 1H NMR (300 MHz, DMSO-d6) δ 2.86 and 3.03 (2t, 2H), 3.51 and 4.04 (2t, 2H), 3.72-3.78 (m, 6H), 3.87 and 3.92 (2s, 6H), 4.43 and 4.94 (2s, 2H), 6.65-7.27 (m, 3H), 7.68-8.18 (m, 6H); MS (ESI) m/z 486 ([M+H]+).